This data is from the Open Reaction Database (ORD), a public repository of structured organic reaction records. The task is: describe an organic reaction: reactants, conditions, products, and yield The product is NC(C(C(C)(C)C)NC(=O)C1=NC=C(C(=C1)OCC(F)(F)F)C1CC1)=O (N-(1-amino-3,3-dimethyl-1-oxobutan-2-yl)-5-cyclopropyl-4-(2,2,2-trifluoroethoxy)pyridine-2-carboxamide). Starting materials: C1(CC1)C=1C(=CC(=NC1)C(=O)NC(C(=O)O)C(C)(C)C)OCC(F)(F)F (2-[[5-cyclopropyl-4-(2,2,2-trifluoroethoxy)pyridine-2-carbonyl]amino]-3,3-dimethyl-butanoic acid), [Cl-].[NH4+] (ammonium chloride). RXN SMILES: [CH:1]1([C:4]2[C:5]([O:21][CH2:22][C:23]([F:26])([F:25])[F:24])=[CH:6][C:7]([C:10]([NH:12][CH:13]([C:17]([CH3:20])([CH3:19])[CH3:18])[C:14](O)=[O:15])=[O:11])=[N:8][CH:9]=2)[CH2:3][CH2:2]1.[Cl-].[NH4+:28]>>[NH2:28][C:14](=[O:15])[CH:13]([NH:12][C:10]([C:7]1[CH:6]=[C:5]([O:21][CH2:22][C:23]([F:25])([F:24])[F:26])[C:4]([CH:1]2[CH2:3][CH2:2]2)=[CH:9][N:8]=1)=[O:11])[C:17]([CH3:20])([CH3:19])[CH3:18] |f:1.2|. Procedure: The title compound was synthesized in analogy to Example 112e, using 2-[[5-cyclopropyl-4-(2,2,2-trifluoroethoxy)pyridine-2-carbonyl]amino]-3,3-dimethyl-butanoic acid (Example 194b) and ammonium chloride as starting materials and isolated (490 mg, 92%); MS (ESI, m/z): 374.5 (M+H+). Starting materials: FC(C(C)(O)C1=CC=C(C=C1)N1[C@H](CN(CC1)S(=O)(=O)C=1SC=CC1)CNC(C)C)(F)F (1,1,1-trifluoro-2-(4-((2S)-2-(((1-methylethyl)amino)methyl)-4-(2-thiophenylsulfonyl)-1-piperazinyl)phenyl)-2-propanol), C1(=CC=CC=C1)S(=O)(=O)Cl (benzenesulfonyl chloride), CCN(C(C)C)C(C)C (Hünig's base). Reagents/catalysts: CN(C1=CC=NC=C1)C (4-dimethylaminopyridine). The solvent is C(Cl)Cl (CH2Cl2). Conditions: time 2 hour. The product is CC(C)N(S(=O)(=O)C1=CC=CC=C1)C[C@@H]1N(CCN(C1)S(=O)(=O)C=1SC=CC1)C1=CC=C(C=C1)C(C(F)(F)F)(C)O (N-(1-methylethyl)-N-(((2R)-4-(2-thiophenylsulfonyl)-1-(4-(2,2,2-trifluoro-1-hydroxy-1-methylethyl)phenyl)-2-piperazinyl)methyl)benzenesulfonamide). Yield: 91.3%. RXN SMILES: [F:1][C:2]([F:32])([F:31])[C:3]([C:6]1[CH:11]=[CH:10][C:9]([N:12]2[CH2:17][CH2:16][N:15]([S:18]([C:21]3[S:22][CH:23]=[CH:24][CH:25]=3)(=[O:20])=[O:19])[CH2:14][C@@H:13]2[CH2:26][NH:27][CH:28]([CH3:30])[CH3:29])=[CH:8][CH:7]=1)([OH:5])[CH3:4].[C:33]1([S:39](Cl)(=[O:41])=[O:40])[CH:38]=[CH:37][CH:36]=[CH:35][CH:34]=1.CCN(C(C)C)C(C)C>C(Cl)Cl.CN(C)C1C=CN=CC=1>[CH3:30][CH:28]([N:27]([CH2:26][C@H:13]1[CH2:14][N:15]([S:18]([C:21]2[S:22][CH:23]=[CH:24][CH:25]=2)(=[O:20])=[O:19])[CH2:16][CH2:17][N:12]1[C:9]1[CH:8]=[CH:7][C:6]([C:3]([OH:5])([CH3:4])[C:2]([F:1])([F:31])[F:32])=[CH:11][CH:10]=1)[S:39]([C:33]1[CH:38]=[CH:37][CH:36]=[CH:35][CH:34]=1)(=[O:41])=[O:40])[CH3:29]. Procedure details: To a solution of 1,1,1-trifluoro-2-(4-((2S)-2-(((1-methylethyl)amino)methyl)-4-(2-thiophenylsulfonyl)-1-piperazinyl)phenyl)-2-propanol (0.150 g, 0.305 mmol, Example 195, Step 1) in CH2Cl2 (5.0 mL) was added 4-dimethylaminopyridine (0.0075 g, 0.061 mmol), benzenesulfonyl chloride (0.108 g, 0.610 mmol), and Hünig's base (0.159 mL, 0.915 mmol). The resulting mixture was stirred at room temperature. After 2 h, the mixture was concentrated and the crude product was purified by column chromatography (... Yields the product Brc1ccc2nccc(-c3ccnnc3)c2c1. RXN SMILES: [Br:1][c:2]1[cH:3][c:4]2[c:5]([I:12])[cH:6][cH:7][n:8][c:9]2[cH:10][cH:11]1.[CH2:13]([Sn:14]([CH2:15][CH2:16][CH2:17][CH3:24])([c:18]1[cH:19][n:20][n:21][cH:22][cH:23]1)[CH2:25][CH2:26][CH2:27][CH3:28])[CH2:29][CH2:30][CH3:31].[CH2:32]1[O:33][CH2:34][CH2:35][O:36][CH2:37]1.[Pd:38]>>[Br:1][c:2]1[cH:3][c:4]2[c:5](-[c:18]3[cH:19][n:20][n:21][cH:22][cH:23]3)[cH:6][cH:7][n:8][c:9]2[cH:10][cH:11]1. Starting materials: Brc1ccc2nccc(I)c2c1, CCCC[Sn](CCCC)(CCCC)c1ccnnc1, C1COCCO1, [Pd]. Starting materials: C(C)(C)(C)OC(=O)N1CCN(CC1)C1=NC=NC(=C1[N+](=O)[O-])NCCC#N (4-[6-(2-Cyano-ethylamino)-5-nitro-pyrimidin-4-yl]piperazine-1-carboxylic acid t-butyl ester), O1CCCC1 (tetrahydrofuran). Reagents/catalysts: [Pd] (palladium on carbon). Conditions: time 20 hour. Yields the product C(C)(C)(C)OC(=O)N1CCN(CC1)C1=C2NC(N(C2=NC=N1)CCC#N)=O (4-[9-(2-Cyano-ethyl)-8-oxo-8,9-dihydro-7H-purin-6-yl]piperazine-1-carboxylic acid t-butyl ester). Reaction SMILES: [C:1]([O:5][C:6]([N:8]1[CH2:13][CH2:12][N:11]([C:14]2[C:19]([N+:20]([O-])=O)=[C:18]([NH:23][CH2:24][CH2:25][C:26]#[N:27])[N:17]=[CH:16][N:15]=2)[CH2:10][CH2:9]1)=[O:7])([CH3:4])([CH3:3])[CH3:2].[O:28]1CCC[CH2:29]1>[Pd]>[C:1]([O:5][C:6]([N:8]1[CH2:13][CH2:12][N:11]([C:14]2[N:15]=[CH:16][N:17]=[C:18]3[C:19]=2[NH:20][C:29](=[O:28])[N:23]3[CH2:24][CH2:25][C:26]#[N:27])[CH2:10][CH2:9]1)=[O:7])([CH3:4])([CH3:3])[CH3:2]. Procedure: 4-[6-(2-Cyano-ethylamino)-5-nitro-pyrimidin-4-yl]piperazine-1-carboxylic acid t-butyl ester (1.0 g) was dissolved in tetrahydrofuran (12 mL), and then 10% palladium on carbon powder (wet type) (200 mg) was added to this solution. The reaction solution was stirred under a hydrogen atmosphere at room temperature for 20 hours. Insoluble substances were then removed by filtration, and the obtained filtrate was concentrated under reduced pressure. The obtained residue was dissolved in acetonitrile (3... Reactants: CN1CCC(C(=O)NC2=C(C=CC=C2)N(C2=CC=CC=C2)C)CC1 (1-methyl-2'-(N-methylanilino)isonipecotanilide), O=P12OP3(=O)OP(=O)(O1)OP(=O)(O2)O3 (phosphorus pentoxide), P(=O)(Cl)(Cl)Cl (phosphorus oxychloride), ice, [OH-].[NH4+] (ammonium hydroxide). The solvent is CCOCC (ether). The product is CN1C2=C(N=C(C3=C1C=CC=C3)C3CCN(CC3)C)C=CC=C2 (5-methyl-11-(1-methyl-4-piperidyl)-5H-dibenzo[b,e][1,4]-diazepine). Reaction SMILES: [CH3:1][N:2]1[CH2:24][CH2:23][CH:5]([C:6]([NH:8][C:9]2[CH:14]=[CH:13][CH:12]=[CH:11][C:10]=2[N:15]([CH3:22])[C:16]2[CH:21]=[CH:20][CH:19]=[CH:18][CH:17]=2)=O)[CH2:4][CH2:3]1.O=P12OP3(OP(OP(O3)(O1)=O)(=O)O2)=O.P(Cl)(Cl)(Cl)=O.[OH-].[NH4+]>CCOCC>[CH3:22][N:15]1[C:16]2[CH:21]=[CH:20][CH:19]=[CH:18][C:17]=2[C:6]([CH:5]2[CH2:23][CH2:24][N:2]([CH3:1])[CH2:3][CH2:4]2)=[N:8][C:9]2[CH:14]=[CH:13][CH:12]=[CH:11][C:10]1=2 |f:3.4|. Procedure details: A mixture of 9 g of crude 1-methyl-2'-(N-methylanilino)isonipecotanilide base, 10 g of phosphorus pentoxide and 30 ml of phosphorus oxychloride is heated under reflux for 4 hours, and the reaction mixture is diluted with ether and slowly added to an ice-cold solution of ammonium hydroxide. The mixture is filtered, and the ether layer is separated, dried over anhydrous potassium carbonate and evaporated to yellow solid residue (8.0 g). This crude cyclized base is dissolved in 100 ml of dilute ace... The product is CC(NCc1ccc(Cl)c(O[Si](C)(C)C(C)(C)C)c1)c1cccc(Cl)c1. Reactants: CC(C)(C)[Si](C)(C)Oc1cc(CBr)ccc1Cl, O=C([O-])[O-], CC(N)c1cccc(Cl)c1, [K+], [K+], CN(C)C=O, O. RXN SMILES: [Br:1][CH2:2][c:3]1[cH:4][cH:5][c:6]([Cl:17])[c:7]([O:8][Si:9]([CH3:10])([CH3:11])[C:12]([CH3:13])([CH3:14])[CH3:15])[cH:16]1.[C:18](=[O:19])([O-:20])[O-:21].[Cl:24][c:25]1[cH:26][c:27]([CH:31]([CH3:32])[NH2:33])[cH:28][cH:29][cH:30]1.[K+:22].[K+:23].[O:34]=[CH:35][N:36]([CH3:37])[CH3:38].[OH2:39]>>[CH2:2]([c:3]1[cH:4][cH:5][c:6]([Cl:17])[c:7]([O:8][Si:9]([CH3:10])([CH3:11])[C:12]([CH3:13])([CH3:14])[CH3:15])[cH:16]1)[NH:33][CH:31]([c:27]1[cH:26][c:25]([Cl:24])[cH:30][cH:29][cH:28]1)[CH3:32].